Dataset: the Open Reaction Database (ORD), a public repository of structured organic reaction records. Task: describe an organic reaction: reactants, conditions, products, and yield Reactants: ClC=1C=C(C=O)C=C(C1C=1SC=2C(=NC=CC2N1)Cl)Cl (3,5-dichloro-4-(4-chloro-thiazolo[5,4-c]pyridin-2-yl)-benzaldehyde), C(#N)[BH3-].[Na+] (sodium cyanoborohydride), resultant mixture. Run in C(Cl)Cl (DCM), CO (MeOH), C(C)(=O)O (acetic acid). The product is ClC=1C=C(C=C(C1C=1SC=2C(=NC=CC2N1)Cl)Cl)CO ([3,5-Dichloro-4-(4-chloro-thiazolo[5,4-c]pyridin-2-yl)-phenyl]-methanol). The yield is 100.5%. RXN SMILES: [Cl:1][C:2]1[CH:3]=[C:4]([CH:7]=[C:8]([Cl:20])[C:9]=1[C:10]1[S:11][C:12]2[C:13]([Cl:19])=[N:14][CH:15]=[CH:16][C:17]=2[N:18]=1)[CH:5]=[O:6].C([BH3-])#N.[Na+]>C(Cl)Cl.CO.C(O)(=O)C>[Cl:1][C:2]1[CH:3]=[C:4]([CH2:5][OH:6])[CH:7]=[C:8]([Cl:20])[C:9]=1[C:10]1[S:11][C:12]2[C:13]([Cl:19])=[N:14][CH:15]=[CH:16][C:17]=2[N:18]=1 |f:1.2|. Procedure details: A solution of 3,5-dichloro-4-(4-chloro-thiazolo[5,4-c]pyridin-2-yl)-benzaldehyde (0.065 g, 0.19 mmol) in DCM (0.5 mL), MeOH (0.5 mL) and acetic acid (0.5 mL) was treated with sodium cyanoborohydride (0.013 g, 0.21 mmol) and the resultant mixture was stirred for 2 hours. The reaction mixture was quenched with saturated aqueous sodium bicarbonate solution and partitioned between DCM and water. The organic layer was dried over Na2SO4 and concentrated under reduced pressure to give the desired compo...